From a dataset of the Open Reaction Database (ORD), a public repository of structured organic reaction records. describe an organic reaction: reactants, conditions, products, and yield Reactants: Cc1cc(C2=NOC(c3cc(Cl)cc(Cl)c3)(C(F)(F)F)C2)ccc1C(=O)Nc1ccc(C#N)cn1, COC(=O)Cl, [H-], [H][H], [Na+], C1CCOC1, O. The product is COC(=O)N(C(=O)c1ccc(C2=NOC(c3cc(Cl)cc(Cl)c3)(C(F)(F)F)C2)cc1C)c1ccc(C#N)cn1. Reaction SMILES: [C:3](#[N:4])[c:5]1[cH:6][cH:7][c:8]([NH:11][C:12]([c:13]2[c:14]([CH3:36])[cH:15][c:16]([C:19]3=[N:20][O:21][C:22]([C:24]([F:25])([F:26])[F:27])([c:28]4[cH:29][c:30]([Cl:35])[cH:31][c:32]([Cl:34])[cH:33]4)[CH2:23]3)[cH:17][cH:18]2)=[O:37])[n:9][cH:10]1.[Cl:40][C:41](=[O:42])[O:43][CH3:44].[H-:1].[H:38][H:39].[Na+:2].[O:45]1[CH2:46][CH2:47][CH2:48][CH2:49]1.[OH2:50]>>[C:3](#[N:4])[c:5]1[cH:6][cH:7][c:8]([N:11]([C:12]([c:13]2[c:14]([CH3:36])[cH:15][c:16]([C:19]3=[N:20][O:21][C:22]([C:24]([F:25])([F:26])[F:27])([c:28]4[cH:29][c:30]([Cl:35])[cH:31][c:32]([Cl:34])[cH:33]4)[CH2:23]3)[cH:17][cH:18]2)=[O:37])[C:41](=[O:42])[O:43][CH3:44])[n:9][cH:10]1. The reactants are Cc1ccc([Mg]Br)cc1 (effective_coupling_partner), COc3ccc2ccc(c1ccccc1)cc2c3 (substrate). The reagents and catalysts are C1-CDC. Reaction conditions: temperature 60 celsius, time 4 hour. The product is Cc4ccc(c3ccc2ccc(c1ccccc1)cc2c3)cc4. Starting materials: C(C1=CC=CC=C1)N1C=CC2=C1N=C(N=C2SC2=C(C=C(C=C2C)C)C)NC2=CC=C(C#N)C=C2 (4-[7-benzyl-4-(2,4,6-trimethyl-phenylsulfanyl)-7H-pyrrolo[2,3-d]pyrimidin-2-ylamino]-benzonitrile), [Cl-].[Al+3].[Cl-].[Cl-] (aluminum chloride), ice water. The solvent is ClC1=C(C=CC=C1)Cl (1,2-dichlorobenzene). Conditions: temperature 160 celsius, time 1.5 hour. Product: CC1=C(C(=CC(=C1)C)C)SC=1C2=C(N=C(N1)NC1=CC=C(C#N)C=C1)NC=C2 (4-[4-(2,4,6-trimethyl-phenylsulfanyl)-7H-pyrrolo[2,3-d]pyrimidin-2-ylamino]-benzonitrile). The yield is 34.6%. As a reaction SMILES: C([N:8]1[C:12]2[N:13]=[C:14]([NH:27][C:28]3[CH:35]=[CH:34][C:31]([C:32]#[N:33])=[CH:30][CH:29]=3)[N:15]=[C:16]([S:17][C:18]3[C:23]([CH3:24])=[CH:22][C:21]([CH3:25])=[CH:20][C:19]=3[CH3:26])[C:11]=2[CH:10]=[CH:9]1)C1C=CC=CC=1.[Cl-].[Al+3].[Cl-].[Cl-]>ClC1C=CC=CC=1Cl>[CH3:26][C:19]1[CH:20]=[C:21]([CH3:25])[CH:22]=[C:23]([CH3:24])[C:18]=1[S:17][C:16]1[C:11]2[CH:10]=[CH:9][NH:8][C:12]=2[N:13]=[C:14]([NH:27][C:28]2[CH:29]=[CH:30][C:31]([C:32]#[N:33])=[CH:34][CH:35]=2)[N:15]=1 |f:1.2.3.4|. Procedure: To a solution of 4-[7-benzyl-4-(2,4,6-trimethyl-phenylsulfanyl)-7H-pyrrolo[2,3-d]pyrimidin-2-ylamino]-benzonitrile (103 mg, 0.21 mmol) in 1,2-dichlorobenzene (2 mL) was added aluminum chloride (87 mg, 0.65 mmol). The reaction mixture was stirred at 160° C. for 1.5 h and cooled to room temperature. The mixture was poured into ice water and extracted with CH2Cl2 (2×10 mL). The combined organic solution was washed with brine (10 mL), dried with Na2SO4, and concentrated to dryness. Silica gel chroma... Reactants: C(C(=O)Cl)(=O)Cl (oxalyl chloride), FC(C1=CC2=C(SC(=C2)C(=O)O)C=C1)(F)F (5-(trifluoromethyl)benzo[b]thiophene-2-carboxylic acid). Solvent: C(C)O (ethanol). Run at time 6 hour. Product: FC(C1=CC2=C(SC(=C2)C(=O)OCC)C=C1)(F)F (ethyl 5-(trifluoromethyl)benzo[b]thiophene-2-carboxylate). The yield is 74.1%. As a reaction SMILES: [C:1](Cl)(=[O:5])[C:2](Cl)=O.[F:7][C:8]([F:22])([F:21])[C:9]1[CH:20]=[CH:19][C:12]2[S:13][C:14]([C:16](O)=[O:17])=[CH:15][C:11]=2[CH:10]=1>C(O)C>[F:21][C:8]([F:7])([F:22])[C:9]1[CH:20]=[CH:19][C:12]2[S:13][C:14]([C:16]([O:5][CH2:1][CH3:2])=[O:17])=[CH:15][C:11]=2[CH:10]=1. Procedure: Then, 254 mg of oxalyl chloride was added to a mixture of 400 mg of 5-(trifluoromethyl)benzo[b]thiophene-2-carboxylic acid and 20 ml of ethanol while ice-cooling, and the mixture was stirred for 6 hours under reflux. The reaction mixture was cooled to room temperature, and then concentrated under reduced pressure. To the residue was added chloroform, and then the organic layer was washed with saturated aqueous sodium bicarbonate solution and saturated aqueous sodium chloride solution, dried over... Reactants: C=1N=C(C2=C(N1)N(C=N2)[C@H]3[C@@H]([C@H]4[C@H](O3)COP(=O)(O4)O)O)N (cAMP), C(C(CO)(CO)N)O (trizma base), CN1C2=C(NC=N2)C(=O)N(C1=O)C.CN1C2=C(NC=N2)C(=O)N(C1=O)C.C(CN)N (aminophylline), SCCO (2-mercaptoethanol), C1[C@@H]2[C@H]([C@H]([C@@H](O2)N3C=NC4=C3N=CN=C4N)O)OP(=O)(O1)O ([3H]-cAMP), C (charcoal). Run at time 150 minute. Product: C1=NC2=C(C(=N1)N)N=CN2[C@H]3[C@@H]([C@@H]([C@H](O3)COP(=O)(O)O)O)O (Adenylate). Reaction SMILES: [CH:1]1[N:2]=[C:3]([NH2:22])[C:4]2[N:9]=[CH:8][N:7]([C@@H:10]3[O:14][C@@H:13]4[CH2:15][O:16][P:17]([OH:20])([O:19][C@H:12]4[C@H:11]3[OH:21])=[O:18])[C:5]=2[N:6]=1.C(O)C(N)(CO)C[OH:26].CN1C(=O)N(C)C(=O)C2NC=NC1=2.CN1C(=O)N(C)C(=O)C2NC=NC1=2.C(N)CN.SCCO.C>>[CH:1]1[N:2]=[C:3]([NH2:22])[C:4]2[N:9]=[CH:8][N:7]([C@@H:10]3[O:14][C@H:13]([CH2:15][O:16][P:17]([OH:20])([OH:19])=[O:18])[C@@H:12]([OH:26])[C@H:11]3[OH:21])[C:5]=2[N:6]=1 |f:2.3.4|. Reported procedure: Samples of cAMP standards (0-10 pmol) are added to each test tube containing the incubation buffer (trizma base 0.1 M; aminophylline 8.0 mM; 2-mercaptoethanol 6.0 mM, pH 7.4) and [3H]-cAMP in a total volume of 0.5 mL. The binding protein, previously prepared from beef adrenals, is added to the samples previously incubated at 4° C. for 150 min. and, after the addition of charcoal are centrifuged at 2,000 g for 10 min. The clear supernatant (0.2 mL) is mixed with 4 mL of atomlight in a LS-1800 Bec...